This data is from the Open Reaction Database (ORD), a public repository of structured organic reaction records. The task is: describe an organic reaction: reactants, conditions, products, and yield Reactants: BrC=1C=NC=C(C1)I (3-bromo-5-iodopyridine), ClC1=NC=CC(=C1)B(O)O (2-chloro-pyridine-4-boronic acid), C([O-])(O)=O.[Na+] (sodium bicarbonate). The reagents and catalysts are C1=CC=C(C=C1)P(C2=CC=CC=C2)C3=CC=CC=C3.C1=CC=C(C=C1)P(C2=CC=CC=C2)C3=CC=CC=C3.Cl[Pd]Cl (bis-(triphenylphosphine)-palladium(II)-chloride). Run in CN(C)C=O (DMF), O (water), O (Water). Run at temperature 80 celsius, time 4 hour. The product is BrC=1C=C(C=NC1)C1=CC(=NC=C1)Cl (5-bromo-2′-chloro-[3,4′]bipyridinyl). Reaction SMILES: [Br:1][C:2]1[CH:3]=[N:4][CH:5]=[C:6](I)[CH:7]=1.[Cl:9][C:10]1[CH:15]=[C:14](B(O)O)[CH:13]=[CH:12][N:11]=1.C(=O)(O)[O-].[Na+]>CN(C=O)C.O.C1C=CC(P(C2C=CC=CC=2)C2C=CC=CC=2)=CC=1.C1C=CC(P(C2C=CC=CC=2)C2C=CC=CC=2)=CC=1.Cl[Pd]Cl>[Br:1][C:2]1[CH:7]=[C:6]([C:14]2[CH:13]=[CH:12][N:11]=[C:10]([Cl:9])[CH:15]=2)[CH:5]=[N:4][CH:3]=1 |f:2.3,6.7.8|. Procedure details: A solution of 9.63 g (33.9 mmol) 3-bromo-5-iodopyridine, 4.85 g (30.8 mmol) 2-chloro-pyridine-4-boronic acid and 3.11 g (37.0 mmol) sodium bicarbonate in 120 ml DMF and 30 ml water is heated to 80° C. under nitrogen. 433 mg (0.616 mmol) bis-(triphenylphosphine)-palladium(II)-chloride are added and the mixture is stirred for 4 hrs at 80° C. Water is added to the reaction mixture and the resulting precipitate is filtered off and washed well with water. The residue is dried under vacuum and recryst... Reactants: CC(=O)OC(C)=O, O=c1c(CCC(O)c2ccncc2)cc2cccnc2n1-c1cccc([N+](=O)[O-])c1, c1ccncc1. Product: CC(=O)OC(CCc1cc2cccnc2n(-c2cccc([N+](=O)[O-])c2)c1=O)c1ccncc1. RXN SMILES: [CH3:31][C:32](=[O:33])[O:34][C:35](=[O:36])[CH3:37].[N+:1](=[O:2])([O-:3])[c:4]1[cH:5][c:6](-[n:10]2[c:11](=[O:30])[c:12]([CH2:20][CH2:21][CH:22]([c:23]3[cH:24][cH:25][n:26][cH:27][cH:28]3)[OH:29])[cH:13][c:14]3[cH:15][cH:16][cH:17][n:18][c:19]23)[cH:7][cH:8][cH:9]1.[cH:38]1[cH:39][cH:40][n:41][cH:42][cH:43]1>>[N+:1](=[O:2])([O-:3])[c:4]1[cH:5][c:6](-[n:10]2[c:11](=[O:30])[c:12]([CH2:20][CH2:21][CH:22]([c:23]3[cH:24][cH:25][n:26][cH:27][cH:28]3)[O:29][C:32]([CH3:31])=[O:33])[cH:13][c:14]3[cH:15][cH:16][cH:17][n:18][c:19]23)[cH:7][cH:8][cH:9]1. Reactants: Fc1ccc(C2CCCN2)cc1, Cc1cccc(S(=O)(=O)Cl)c1. Yields the product Cc1cccc(S(=O)(=O)N2CCCC2c2ccc(F)cc2)c1. As a reaction SMILES: [F:1][c:2]1[cH:3][cH:4][c:5]([CH:8]2[NH:9][CH2:10][CH2:11][CH2:12]2)[cH:6][cH:7]1.[c:13]1([CH3:23])[cH:14][c:15]([S:19](=[O:20])(=[O:21])[Cl:22])[cH:16][cH:17][cH:18]1>>[F:1][c:2]1[cH:3][cH:4][c:5]([CH:8]2[N:9]([S:19]([c:15]3[cH:14][c:13]([CH3:23])[cH:18][cH:17][cH:16]3)(=[O:20])=[O:21])[CH2:10][CH2:11][CH2:12]2)[cH:6][cH:7]1. Product: Cc1ccc(S(=O)(=O)OCCOCc2ccccc2)cc1. Starting materials: OCCOCc1ccccc1, COCCOC, [H-], [Na+], O=S(=O)(Cl)Cl, Cc1ccccc1. Reaction SMILES: [CH2:1]([c:2]1[cH:3][cH:4][cH:5][cH:6][cH:7]1)[O:8][CH2:9][CH2:10][OH:11].[CH3:26][O:27][CH2:28][CH2:29][O:30][CH3:31].[H-:24].[Na+:25].[S:12](=[O:13])(=[O:14])([Cl:15])[Cl:16].[c:17]1([CH3:23])[cH:18][cH:19][cH:20][cH:21][cH:22]1>>[CH2:1]([c:2]1[cH:3][cH:4][cH:5][cH:6][cH:7]1)[O:8][CH2:9][CH2:10][O:11][S:12](=[O:13])(=[O:14])[c:20]1[cH:19][cH:18][c:17]([CH3:23])[cH:22][cH:21]1. The reactants are [OH-].[Na+] (NaOH), Cl.NO (Hydroxylamine hydrochloride), CC=1C=C2C(C(=O)OC2=O)=CC1 (4-methylphthalic anhydride). Run in O (water), O (water). Run at time 1 hour. The product is CC=1C=C2C(C(=O)N(C2=O)O)=CC1 (4-methyl-N-hydroxyphthalimide). Reaction SMILES: Cl.[NH2:2][OH:3].[OH-].[Na+].[CH3:6][C:7]1[CH:8]=[C:9]2[C:14](=O)[O:13][C:11](=[O:12])[C:10]2=[CH:16][CH:17]=1>O>[CH3:6][C:7]1[CH:8]=[C:9]2[C:14](=[O:13])[N:2]([OH:3])[C:11](=[O:12])[C:10]2=[CH:16][CH:17]=1 |f:0.1,2.3|. Reported procedure: Hydroxylamine hydrochloride in an amount of 21.4 g was dissolved in 80 ml of distilled water. To this solution, 12.3 g of NaOH dissolved in 50 ml of distilled water was added over a period of 30 minutes as the solution was cooled in an ice bath. Thereto, 50.0 g of 4-methylphthalic anhydride was further added, and stirred for 1 hour at room temperature, followed by 4-hour reflux. The reaction solution was cooled in an ice bath, and the powdery matter thus precipitated was filtered off and washed ... Reagents/catalysts: S(=O)(=O)([O-])[O-].[Cu+2] (copper sulfate). Procedure details: To a half liter, 4-neck flask equipped with a mechanical stirrer, reflux condenser, thermometer, and inlets for the gradual addition of monomer and initiator solution was added 31.9 grams of deionized water, 25.52 grams of maleic acid, 28.75 grams of 5-norbornene-2,3-dicarboxylic acid anhydride, 3.83 grams of a 0.15% aqueous ferrous sulfate heptahydrate solution, 0.83 grams of a 0.15% aqueous copper sulfate solution and 55.51 grams of 50% by weight aqueous sodium hydroxide. The contents of the f... Conditions: temperature 95 celsius, time 2 minute. Reaction SMILES: C(O)(=O)/C=C\C(O)=O.C12CC(C=C1)C1C(OC(=O)C21)=O.[OH-].[Na+:22].C(O)(=O)C=C.[S:28]([O:32][O:33][S:34]([O-:37])(=[O:36])=[O:35])([O-:31])(=[O:30])=[O:29].[Na+].[Na+].S(S([O-])=O)([O-])(=O)=O.[Na+].[Na+]>O.S([O-])([O-])(=O)=O.[Cu+2]>[S:28]([O:32][O:33][S:34]([O-:37])(=[O:36])=[O:35])([O-:31])(=[O:30])=[O:29].[Na+:22].[Na+:22].[OH:32][OH:33] |f:2.3,5.6.7,8.9.10,12.13,14.15.16|. The solvent is O (water), O (water), O (water), O (water), O (water). The reactants are C(C=C)(=O)O (acrylic acid), initiator, [OH-].[Na+] (sodium hydroxide), S(=O)(=O)([O-])OOS(=O)(=O)[O-].[Na+].[Na+] (sodium persulfate), C(C=C)(=O)O (acrylic acid), S(=O)(=O)([O-])S(=O)[O-].[Na+].[Na+] (sodium metabisulfite), C(\C=C/C(=O)O)(=O)O (maleic acid), C12C3C(C(C=C1)C2)C(=O)OC3=O (5-norbornene-2,3-dicarboxylic acid anhydride), ferrous sulfate heptahydrate, [OH-].[Na+] (sodium hydroxide). Product: S(=O)(=O)([O-])OOS(=O)(=O)[O-].[Na+].[Na+] (sodium persulfate), OO (hydrogen peroxide). Starting materials: CCC(C(=O)O)N(CCCCc1ccc([N+](=O)[O-])cc1)c1cccc(C#N)c1, CO, CCOC(C)=O, [H][H]. Yields the product CCC(C(=O)O)N(CCCCc1ccc(N)cc1)c1cccc(C#N)c1. RXN SMILES: [CH2:1]([CH3:2])[CH:3]([N:4]([c:5]1[cH:6][c:7]([C:11]#[N:12])[cH:8][cH:9][cH:10]1)[CH2:13][CH2:14][CH2:15][CH2:16][c:17]1[cH:18][cH:19][c:20]([N+:23]([O-:24])=[O:25])[cH:21][cH:22]1)[C:26](=[O:27])[OH:28].[CH3:29][OH:30].[CH3:33][CH2:34][O:35][C:36](=[O:37])[CH3:38].[H:31][H:32]>>[CH2:1]([CH3:2])[CH:3]([N:4]([c:5]1[cH:6][c:7]([C:11]#[N:12])[cH:8][cH:9][cH:10]1)[CH2:13][CH2:14][CH2:15][CH2:16][c:17]1[cH:18][cH:19][c:20]([NH2:23])[cH:21][cH:22]1)[C:26](=[O:27])[OH:28]. Product: C1OC(C)([C@H]2CC[C@H]3[C@@H]4CC[C@H]5C[C@H]6[C@@H](C[C@]5(C)[C@H]4C(C[C@]23C)=O)O6)OC1 (20,20-Ethylenedioxy-2α,3α-epoxy-5α-pregnan-11-one). Reaction SMILES: ClC1C=C(C=CC=1)C(OO)=[O:6].[CH2:12]1[CH2:37][O:36][C:14]([C@@H:16]2[C@:33]3([CH3:34])[C@H:19]([C@H:20]4[C@H:30]([C:31](=[O:35])[CH2:32]3)[C@:28]3([CH3:29])[C@H:23]([CH2:24][CH:25]=[CH:26][CH2:27]3)[CH2:22][CH2:21]4)[CH2:18][CH2:17]2)([CH3:15])[O:13]1>>[CH2:37]1[CH2:12][O:13][C:14]([C@@H:16]2[C@:33]3([CH3:34])[C@H:19]([C@H:20]4[C@H:30]([C:31](=[O:35])[CH2:32]3)[C@:28]3([CH3:29])[C@H:23]([CH2:24][C@@H:25]5[O:6][C@@H:26]5[CH2:27]3)[CH2:22][CH2:21]4)[CH2:18][CH2:17]2)([CH3:15])[O:36]1. Procedure: 85%-m-Chloroperoxybenzoic acid (14.74 g) was added to a stirred solution of 20,20-ethylenedioxy-5α-pregn-2-en-11-one (26.0 g) at 20° to 25° during 15 minutes. After 45 minutes the solution was washed with 5% sodium hydrogen carbonate solution (2×300 ml) and water (300 ml). Evaporation of the solvent and crystallisation of the residue from 1% pyridine in methanol (300 ml) gave the title compound (23.6 g) m.p. 159°-160°. The yield is 86.9%. Reactants: ClC=1C=C(C(=O)OO)C=CC1 (m-Chloroperoxybenzoic acid), C1OC(C)([C@H]2CC[C@H]3[C@@H]4CC[C@H]5CC=CC[C@]5(C)[C@H]4C(C[C@]23C)=O)OC1 (20,20-ethylenedioxy-5α-pregn-2-en-11-one). The reactants are FC1=CC=C(C=C1)C(O)(C1CCNCC1)C1=CC=C(C=C1)F ([α,α-bis(p-fluorophenyl)]-4-piperidinemethanol), ClCCCOC1=CC=C(C=C1)NC(C)=O (N-[4-(3-chloropropoxy)phenyl]acetamide), C([O-])([O-])=O.[Na+].[Na+] (sodium carbonate), [I-].[K+] (potassium iodide). The solvent is C(CCC)O (1-butanol), C(C)OCC (ethyl ether). Product: O.Cl.FC1=CC=C(C=C1)C(C1CCN(CC1)CCCOC1=CC=C(C=C1)NC(C)=O)(O)C1=CC=C(C=C1)F (N-[4-[3-[4-[Bis(4-fluorophenyl)hydroxymethyl]-1-piperidinyl]propoxy]phenyl]acetamide hydrochloride hydrate). The yield is 76.5%. As a reaction SMILES: [F:1][C:2]1[CH:7]=[CH:6][C:5]([C:8]([C:16]2[CH:21]=[CH:20][C:19]([F:22])=[CH:18][CH:17]=2)([CH:10]2[CH2:15][CH2:14][NH:13][CH2:12][CH2:11]2)[OH:9])=[CH:4][CH:3]=1.[Cl:23][CH2:24][CH2:25][CH2:26][O:27][C:28]1[CH:33]=[CH:32][C:31]([NH:34][C:35](=[O:37])[CH3:36])=[CH:30][CH:29]=1.C(=O)([O-])[O-].[Na+].[Na+].[I-].[K+]>C(O)CCC.C(OCC)C>[OH2:9].[ClH:23].[F:1][C:2]1[CH:7]=[CH:6][C:5]([C:8]([C:16]2[CH:17]=[CH:18][C:19]([F:22])=[CH:20][CH:21]=2)([OH:9])[CH:10]2[CH2:11][CH2:12][N:13]([CH2:24][CH2:25][CH2:26][O:27][C:28]3[CH:33]=[CH:32][C:31]([NH:34][C:35](=[O:37])[CH3:36])=[CH:30][CH:29]=3)[CH2:14][CH2:15]2)=[CH:4][CH:3]=1 |f:2.3.4,5.6,9.10.11|. Reported procedure: A mixture of 3.0 g (0.01 mole) of [α,α-bis(p-fluorophenyl)]-4-piperidinemethanol, 2.3 g (0.01 mole) of N-[4-(3-chloropropoxy)phenyl]acetamide, 5.3 g (0.05 mole) of anhydrous sodium carbonate and 0.3 g of potassium iodide in 100 ml of 1-butanol gave a gum as residue. The gum was purified by column chromatography on 80 g of Florisil® and the product was eluted with 20% acetone in benzene. The combined fractions containing product were concentrated under reduced pressure to give a glass as residue....